From a dataset of the Open Reaction Database (ORD), a public repository of structured organic reaction records. describe an organic reaction: reactants, conditions, products, and yield The reactants are Cc1c2c(n(-c3ccc(F)cc3Cl)c1-c1ccc(O[Si](C)(C)C(C)(C)C)cc1)CCN(N1CCCCC1)C2=O, CCCC[N+](CCCC)(CCCC)CCCC, C1CCOC1, [F-]. The product is Cc1c2c(n(-c3ccc(F)cc3Cl)c1-c1ccc(O)cc1)CCN(N1CCCCC1)C2=O. As a reaction SMILES: [C:1]([Si:2]([CH3:3])([CH3:4])[O:6][c:7]1[cH:8][cH:9][c:10](-[c:13]2[c:14]([CH3:37])[c:15]3[c:20]([n:21]2-[c:22]2[c:23]([Cl:29])[cH:24][c:25]([F:28])[cH:26][cH:27]2)[CH2:19][CH2:18][N:17]([N:30]2[CH2:31][CH2:32][CH2:33][CH2:34][CH2:35]2)[C:16]3=[O:36])[cH:11][cH:12]1)([CH3:5])([CH3:38])[CH3:39].[CH2:41]([N+:42]([CH2:43][CH2:44][CH2:45][CH3:46])([CH2:47][CH2:48][CH2:49][CH3:50])[CH2:51][CH2:52][CH2:53][CH3:54])[CH2:55][CH2:56][CH3:57].[CH2:58]1[O:59][CH2:60][CH2:61][CH2:62]1.[F-:40]>>[OH:6][c:7]1[cH:8][cH:9][c:10](-[c:13]2[c:14]([CH3:37])[c:15]3[c:20]([n:21]2-[c:22]2[c:23]([Cl:29])[cH:24][c:25]([F:28])[cH:26][cH:27]2)[CH2:19][CH2:18][N:17]([N:30]2[CH2:31][CH2:32][CH2:33][CH2:34][CH2:35]2)[C:16]3=[O:36])[cH:11][cH:12]1.